From a dataset of the Open Reaction Database (ORD), a public repository of structured organic reaction records. describe an organic reaction: reactants, conditions, products, and yield The reactants are NCCCN (1,3 diaminopropane), C(CCCCCCCCCCCCCCCCC)N=C=O (octadecyl isocyanate). Product: C(CCCCCCCCCCCCCCCCC)NC(=O)NCCCN (1-octadecyl-3-(aminopropyl) urea). RXN SMILES: [NH2:1][CH2:2][CH2:3][CH2:4][NH2:5].[CH2:6]([N:24]=[C:25]=[O:26])[CH2:7][CH2:8][CH2:9][CH2:10][CH2:11][CH2:12][CH2:13][CH2:14][CH2:15][CH2:16][CH2:17][CH2:18][CH2:19][CH2:20][CH2:21][CH2:22][CH3:23]>>[CH2:6]([NH:24][C:25]([NH:1][CH2:2][CH2:3][CH2:4][NH2:5])=[O:26])[CH2:7][CH2:8][CH2:9][CH2:10][CH2:11][CH2:12][CH2:13][CH2:14][CH2:15][CH2:16][CH2:17][CH2:18][CH2:19][CH2:20][CH2:21][CH2:22][CH3:23]. Procedure: 19 grams (.25 mole) of 1,3 diaminopropane was reacted with 20 gms octadecyl isocyanate as in Example 2. Yield: 22.2 gms., melting point 116°-140°-150°C. The reactants are C(C)(C)(C)C1=CC(=C(C=N1)C=1N([C@]([C@](N1)(C)C1=CC=C(C=C1)Cl)(C)C1=CC=C(C=C1)Cl)C(=O)N1CCC2(CC1)CCNCC2)OCC ([(4S,5R)-2-(6-tert-Butyl-4-ethoxy-pyridin-3-yl)-4,5-bis-(4-chloro-phenyl)-4,5-dimethyl-4,5-dihydro-imidazol-1-yl]-(3,9-diaza-spiro[5.5]undec-3-yl)-methanone), ClCC(=O)N (2-chloroacetamide). The reagents and catalysts are C(C)N(CC)CC (triethylamine). The solvent is CN(C=O)C (dimethylformamide), O (water). Conditions: temperature 160 celsius. Yields the product C(C)(C)(C)C1=CC(=C(C=N1)C=1N([C@]([C@](N1)(C)C1=CC=C(C=C1)Cl)(C)C1=CC=C(C=C1)Cl)C(=O)N1CCC2(CCN(CC2)CC(=O)N)CC1)OCC (2-{9-[(4S,5R)-2-(6-tert-Butyl-4-ethoxy-pyridin-3-yl)-4,5-bis-(4-chloro-phenyl)-4,5-dimethyl-4,5-dihydro-imidazole-1-carbonyl]-3,9-diaza-spiro[5.5]undec-3-yl}-acetamide). The yield is 91.7%. Reaction SMILES: [C:1]([C:5]1[N:10]=[CH:9][C:8]([C:11]2[N:12]([C:32]([N:34]3[CH2:39][CH2:38][C:37]4([CH2:44][CH2:43][NH:42][CH2:41][CH2:40]4)[CH2:36][CH2:35]3)=[O:33])[C@@:13]([C:25]3[CH:30]=[CH:29][C:28]([Cl:31])=[CH:27][CH:26]=3)([CH3:24])[C@@:14]([C:17]3[CH:22]=[CH:21][C:20]([Cl:23])=[CH:19][CH:18]=3)([CH3:16])[N:15]=2)=[C:7]([O:45][CH2:46][CH3:47])[CH:6]=1)([CH3:4])([CH3:3])[CH3:2].Cl[CH2:49][C:50]([NH2:52])=[O:51]>C(N(CC)CC)C.CN(C)C=O.O>[C:1]([C:5]1[N:10]=[CH:9][C:8]([C:11]2[N:12]([C:32]([N:34]3[CH2:35][CH2:36][C:37]4([CH2:44][CH2:43][N:42]([CH2:49][C:50]([NH2:52])=[O:51])[CH2:41][CH2:40]4)[CH2:38][CH2:39]3)=[O:33])[C@@:13]([C:25]3[CH:30]=[CH:29][C:28]([Cl:31])=[CH:27][CH:26]=3)([CH3:24])[C@@:14]([C:17]3[CH:18]=[CH:19][C:20]([Cl:23])=[CH:21][CH:22]=3)([CH3:16])[N:15]=2)=[C:7]([O:45][CH2:46][CH3:47])[CH:6]=1)([CH3:2])([CH3:3])[CH3:4]. Reported procedure: The mixture of [(4S,5R)-2-(6-tert-butyl-4-ethoxy-pyridin-3-yl)-4,5-bis-(4-chloro-phenyl)-4,5-dimethyl-4,5-dihydro-imidazol-1-yl]-(3,9-diaza-spiro[5.5]undec-3-yl)-methanone (25 mg, 0.037 mmol, example 75), 2-chloroacetamide (6.9 mg, 0.074 mmol, Aldrich) and triethylamine (1 drop) in dimethylformamide (1 mL) was heated at 160° C. for 10 min using the microwave synthesizer. The mixture was diluted with water, extracted with ethyl ether (2×). The extracts were washed with brine, dried over anhydrous... The reactants are Fc1ccc(Br)cn1, CC(C)(C)OC(=O)NC1CCNC1, CC#N, [K+], [K+], O=C([O-])[O-]. The product is CC(C)(C)OC(=O)NC1CCN(c2ccc(Br)cn2)C1. Reaction SMILES: [Br:1][c:2]1[cH:3][cH:4][c:5]([F:8])[n:6][cH:7]1.[C:9]([CH3:10])([CH3:11])([CH3:12])[O:13][C:14]([NH:15][CH:16]1[CH2:17][NH:18][CH2:19][CH2:20]1)=[O:21].[CH3:28][C:29]#[N:30].[K+:22].[K+:23].[O-:24][C:25]([O-:26])=[O:27]>>[Br:1][c:2]1[cH:3][cH:4][c:5]([N:18]2[CH2:17][CH:16]([NH:15][C:14]([O:13][C:9]([CH3:10])([CH3:11])[CH3:12])=[O:21])[CH2:20][CH2:19]2)[n:6][cH:7]1. Reactants: [N+](=O)([O-])C1=CC=C(O1)C(=O)O (5-Nitro-2-furoic acid), CC1=NC=C(N1CCO)[N+](=O)[O-] (metronidazole), CCN=C=NCCCN(C)C (EDCI), C1CCOC1 (THF). The reagents and catalysts are CN(C)C=1C=CN=CC1 (DMAP). Solvent: C(C)(=O)OCC (ethyl acetate). Run at time 10 hour. The product is CC=1NC(=CN1)[N+](=O)[O-].[N+](=O)([O-])C1=CC=C(O1)C(=O)OCC (2-methyl-5-nitro-1H-imidazole 1-ethyl 5-nitro-2-furoate). Isolated yield 45.7%. RXN SMILES: [N+:1]([C:4]1[O:8][C:7]([C:9]([OH:11])=[O:10])=[CH:6][CH:5]=1)([O-:3])=[O:2].[CH3:12][C:13]1[N:17](CCO)[C:16]([N+:21]([O-:23])=[O:22])=[CH:15][N:14]=1.[CH3:24][CH2:25]N=C=NCCCN(C)C.C1COCC1>CN(C1C=CN=CC=1)C.C(OCC)(=O)C>[CH3:12][C:13]1[NH:17][C:16]([N+:21]([O-:23])=[O:22])=[CH:15][N:14]=1.[N+:1]([C:4]1[O:8][C:7]([C:9]([O:11][CH2:24][CH3:25])=[O:10])=[CH:6][CH:5]=1)([O-:3])=[O:2] |f:6.7|. Procedure details: The reaction mixture of 5-Nitro-2-furoic acid (157 mg, 1.0 mmol), metronidazole (161 mg, 0.94 mmol), EDCI (260 mg, 1.3 mmol), DMAP (10 mg, 0.1 mmol) and THF (5 ml) was stirred at room temperature for 10 h. Evaporation of THF gave a residue which was dissolved in ethyl acetate. The organic layer of ethyl acetate was washed with H2O, 5% Na2CO3, H2O and brine, and then dried over MgSO4. The solvent was removed under vacuum. The resulting solid was recrystallized from C2H5OH to give 134 mg (44.6%) 2...